This data is from the Open Reaction Database (ORD), a public repository of structured organic reaction records. The task is: describe an organic reaction: reactants, conditions, products, and yield Starting materials: C(C)(C)C=1C=C(C=CC1)NC(=O)C=1C=C(C=CC1)N1CCC=2C(=CN=CC2C1)C(=O)O (7-(3-{[(3-isopropylphenyl)amino]carbonyl}phenyl)-5,6,7,8-tetrahydro-2,7-naphthyridine-4-carboxylic acid), C(C)(C)N(C(C)C)CC (N,N-diisopropylethylamine), NCCCN1CCCC1 (1-(3-Aminopropyl)pyrrolidine), CCCP(=O)=O (propylphosphonic anhydride). Reagents/catalysts: CN(C)C=1C=CN=CC1 (DMAP). Run in ClCCCl (1,2-dichloroethane). Conditions: time 6 minute. Product: C(C)(C)C=1C=C(C=CC1)NC(=O)C=1C=C(C=CC1)N1CCC=2C(=CN=CC2C1)C(=O)NCCCN1CCCC1 (7-(3-{[(3-isopropylphenyl)amino]carbonyl}phenyl)-N-(3-pyrrolidin-1-ylpropyl)-5,6,7,8-tetrahydro-2,7-naphthyridine-4-carboxamide). Yield: 53.5%. RXN SMILES: [CH:1]([C:4]1[CH:5]=[C:6]([NH:10][C:11]([C:13]2[CH:14]=[C:15]([N:19]3[CH2:28][C:27]4[CH:26]=[N:25][CH:24]=[C:23]([C:29](O)=[O:30])[C:22]=4[CH2:21][CH2:20]3)[CH:16]=[CH:17][CH:18]=2)=[O:12])[CH:7]=[CH:8][CH:9]=1)([CH3:3])[CH3:2].C(N(CC)C(C)C)(C)C.CCCP(=O)=O.[NH2:47][CH2:48][CH2:49][CH2:50][N:51]1[CH2:55][CH2:54][CH2:53][CH2:52]1>CN(C1C=CN=CC=1)C.ClCCCl>[CH:1]([C:4]1[CH:5]=[C:6]([NH:10][C:11]([C:13]2[CH:14]=[C:15]([N:19]3[CH2:28][C:27]4[CH:26]=[N:25][CH:24]=[C:23]([C:29]([NH:47][CH2:48][CH2:49][CH2:50][N:51]5[CH2:55][CH2:54][CH2:53][CH2:52]5)=[O:30])[C:22]=4[CH2:21][CH2:20]3)[CH:16]=[CH:17][CH:18]=2)=[O:12])[CH:7]=[CH:8][CH:9]=1)([CH3:3])[CH3:2]. Procedure: To a mixture of 7-(3-{[(3-isopropylphenyl)amino]carbonyl}phenyl)-5,6,7,8-tetrahydro-2,7-naphthyridine-4-carboxylic acid (40 mg, 0.096 mmol), N,N-diisopropylethylamine (0.050 mL, 0.29 mmol), and catalytic DMAP in 2.5 mL 1,2-dichloroethane at rt was added propylphosphonic anhydride solution (50 wt % in EtOAc, 0.069 mL, 0.116 mmol). After 6 min at rt, 1-(3-Aminopropyl)pyrrolidine (16.0 mg, 0.125 mmol) was added and the reaction stirred at rt for 4 hours. The reaction was quenched with aqueous NaHCO...